From a dataset of the Open Reaction Database (ORD), a public repository of structured organic reaction records. describe an organic reaction: reactants, conditions, products, and yield Reactants: CS, COc1cc(F)ccc1C(=O)N1CCC2(CC1)Oc1ccccc1-c1c2cnn1C, CN(C)C=O. The product is COc1cc(SC)ccc1C(=O)N1CCC2(CC1)Oc1ccccc1-c1c2cnn1C. RXN SMILES: [CH3:31][SH:32].[F:1][c:2]1[cH:3][c:4]([O:29][CH3:30])[c:5]([C:8](=[O:9])[N:10]2[CH2:11][CH2:12][C:13]3([O:14][c:15]4[cH:16][cH:17][cH:18][cH:19][c:20]4-[c:21]4[n:22]([CH3:26])[n:23][cH:24][c:25]43)[CH2:27][CH2:28]2)[cH:6][cH:7]1.[O:33]=[CH:34][N:35]([CH3:36])[CH3:37]>>[c:2]1([S:32][CH3:31])[cH:3][c:4]([O:29][CH3:30])[c:5]([C:8](=[O:9])[N:10]2[CH2:11][CH2:12][C:13]3([O:14][c:15]4[cH:16][cH:17][cH:18][cH:19][c:20]4-[c:21]4[n:22]([CH3:26])[n:23][cH:24][c:25]43)[CH2:27][CH2:28]2)[cH:6][cH:7]1.